This data is from the Open Reaction Database (ORD), a public repository of structured organic reaction records. The task is: describe an organic reaction: reactants, conditions, products, and yield The reactants are FC(C(=O)OCC)(C(CC(C)C)OC(C(=C)C)=O)F (ethyl 2,2-difluoro-3-methacryloyloxy-5-methylhexanoate), CO (methanol), C(O)([O-])=O.[Na+] (sodium hydrogen carbonate). The reagents and catalysts are O.C1(=CC=C(C=C1)S(=O)(=O)O)C (p-toluenesulfonic acid monohydrate). Run in C1=CC=CC=C1 (benzene). The product is FC(C(=O)OC)(C(C(C)C)O)F (methyl 2,2-difluoro-3-hydroxy-4-methylpentanoate). Yield: 85.0%. Reaction SMILES: [F:1][C:2]([F:19])([CH:8]([O:13]C(=O)C(C)=C)[CH2:9][CH:10](C)C)[C:3]([O:5][CH2:6]C)=[O:4].CO.[C:22](=O)([O-])O.[Na+]>O.C1(C)C=CC(S(O)(=O)=O)=CC=1.C1C=CC=CC=1>[F:19][C:2]([F:1])([CH:8]([OH:13])[CH:9]([CH3:10])[CH3:22])[C:3]([O:5][CH3:6])=[O:4] |f:2.3,4.5|. Procedure details: To a mixture of 50 g of Intermediate 2 (Example 2), 200 g of methanol and 250 g of benzene was added 0.3 g of p-toluenesulfonic acid monohydrate. With stirring in a nitrogen atmosphere, the mixture was heated under reflux for 20 hours. After cooling, the reaction mixture was poured into a saturated sodium hydrogen carbonate aqueous solution and extracted with hexane. The hexane solution was washed, dried, and concentrated, obtaining 45.78 g (yield 85%) of methyl 2,2-difluoro-3-hydroxy-4-methylpe... Starting materials: CC1(OC=2C(C1)C(C(=C(C2C)C)[N+](=O)[O-])C)C(=O)O (2,4,6,7-tetramethyl-5-nitrodihydrobenzofuran-2-carboxylic acid), S(=O)(Cl)Cl (thionyl chloride). The solvent is C(Cl)Cl (methylene chloride). Yields the product CC1(OC2=C(C1)C(=C(C(=C2C)C)[N+](=O)[O-])C)C(=O)Cl (2,4,6,7-tetramethyl-5-nitro-2,3-dihydrobenzofuran-2-carbonyl chloride). As a reaction SMILES: [CH3:1][C:2]1([C:17]([OH:19])=O)[CH2:6][CH:5]2[CH:7]([CH3:16])[C:8]([N+:13]([O-:15])=[O:14])=[C:9]([CH3:12])[C:10]([CH3:11])=[C:4]2[O:3]1.S(Cl)([Cl:22])=O>C(Cl)Cl>[CH3:1][C:2]1([C:17]([Cl:22])=[O:19])[CH2:6][C:5]2[C:7]([CH3:16])=[C:8]([N+:13]([O-:15])=[O:14])[C:9]([CH3:12])=[C:10]([CH3:11])[C:4]=2[O:3]1. Procedure: 0.5 g of 2,4,6,7-tetramethyl-5-nitrodihydrobenzofuran-2-carboxylic acid, 20 ml of methylene chloride and 0.27 g of thionyl chloride were added, followed by heating at reflux for 2 hours. After returning the temperature to room temperature, the solvent was distilled off to obtain 2,4,6,7-tetramethyl-5-nitro-2,3-dihydrobenzofuran-2-carbonyl chloride. To 0.33 g of 2,3,4,9-tetrahydro-1H-beta-carboline, 0.23 g of triethylamine and 15 ml of DMF, a solution prepared by dissolving 2,4,6,7-tetramethyl-5-... Starting materials: C=1C=CC(=CC1)C2CN3CCSC3=N2.Cl (tetramisole hydrochloride), Cl (hydrochloric acid). Run in O (water), O (water). Reaction conditions: temperature 45 celsius. Yields the product C=1C=CC(=CC1)[C@H]2CN3CCSC3=N2 (levamisole). Isolated yield 124.8%. As a reaction SMILES: [CH:1]1[CH:2]=[CH:3][C:4]([CH:7]2[N:14]=[C:13]3[N:9]([CH2:10][CH2:11][S:12]3)[CH2:8]2)=[CH:5][CH:6]=1.Cl.Cl>O>[CH:1]1[CH:6]=[CH:5][C:4]([C@@H:7]2[N:14]=[C:13]3[N:9]([CH2:10][CH2:11][S:12]3)[CH2:8]2)=[CH:3][CH:2]=1 |f:0.1|. Procedure: A solution of 15.65 kg of levamisole.L-N-[(4-methoxyphenyl)sulfonyl]glutamic acid (salt) (30.02 mol) dissolved in 20.3 l water and 3,15 l sodium hydroxide 19.5 molar aqueous solution was extracted with 30.4 l of methylbenzene at 40° C. and the aqueous layer was washed with 7.5 l methylbenzene. Weighing of the combined water layers and determination of the concentration of the di-sodium salt of L-N-[(4-methoxyphenyl)sulfonyl]glutamic acid yields a 97% amount of di-sodium salt of L-N-[(4-methoxyph... Reactants: C(CN)N (ethylendiamine), C(#N)NC(SC)=NC (N-cyano-N',S-dimethylisothiourea), ClCC=1SC=CN1 (2-chloromethylthiazole), N-(2-thiazolymethyl)ethylenediamine. Product: C(#N)NC(=NCCNCC=1SC=CN1)NC (N-cyano-N'-methyl-N"-[2-(2-thiazolylmethylamino)ethyl]guanidine). Reaction SMILES: [CH2:1]([NH2:4])[CH2:2][NH2:3].Cl[CH2:6][C:7]1[S:8][CH:9]=[CH:10][N:11]=1.[C:12]([NH:14][C:15](=[N:18][CH3:19])SC)#[N:13]>>[C:12]([NH:14][C:15]([NH:18][CH3:19])=[N:3][CH2:2][CH2:1][NH:4][CH2:6][C:7]1[S:8][CH:9]=[CH:10][N:11]=1)#[N:13]. Reported procedure: Reacting ethylendiamine with 2-chloromethylthiazole by the procedure of Example 34, then reacting the resulting N-(2-thiazolymethyl)ethylenediamine with N-cyano-N',S-dimethylisothiourea by the procedure of Example 3(a), gives N-cyano-N'-methyl-N"-[2-(2-thiazolylmethylamino)ethyl]guanidine. Hydrolysis of this compound by the procedure of Example 3(e) gives N-methyl-N'-[2-(2-thiazolylmethylamino)ethyl]guanidine trihydrochloride. Starting materials: ClCC1=NC(=NC=C1)C1=CC(=C(C(=C1)OC)OC)OC (4-Chloromethyl-2-(3,4,5-trimethoxyphenyl) pyrimidine), N1CCNCC1 (piperazine). The product is COC=1C=C(C=C(C1OC)OC)C1=NC=CC(=N1)CN1CCN(CC1)CC1=NC(=NC=C1)C1=CC(=C(C(=C1)OC)OC)OC (N,N′-bis[[2-(3,4,5-Trimethoxyphenyl)-pyrimidin-4-yl]methyl ]piperazine). As a reaction SMILES: Cl[CH2:2][C:3]1[CH:8]=[CH:7][N:6]=[C:5]([C:9]2[CH:14]=[C:13]([O:15][CH3:16])[C:12]([O:17][CH3:18])=[C:11]([O:19][CH3:20])[CH:10]=2)[N:4]=1.[NH:21]1[CH2:26][CH2:25][NH:24][CH2:23][CH2:22]1>>[CH3:20][O:19][C:11]1[CH:10]=[C:9]([C:5]2[N:4]=[C:3]([CH2:2][N:21]3[CH2:26][CH2:25][N:24]([CH2:2][C:3]4[CH:8]=[CH:7][N:6]=[C:5]([C:9]5[CH:10]=[C:11]([O:19][CH3:20])[C:12]([O:17][CH3:18])=[C:13]([O:15][CH3:16])[CH:14]=5)[N:4]=4)[CH2:23][CH2:22]3)[CH:8]=[CH:7][N:6]=2)[CH:14]=[C:13]([O:15][CH3:16])[C:12]=1[O:17][CH3:18]. Reported procedure: 4-Chloromethyl-2-(3,4,5-trimethoxyphenyl) pyrimidine (300 mg) and piperazine (44 mg) were reacted in the same manner as in Example 1 to obtain the title compound as a free base.